Dataset: the Open Reaction Database (ORD), a public repository of structured organic reaction records. Task: describe an organic reaction: reactants, conditions, products, and yield The reactants are CI (methyl iodide), [Na] (sodium), C(C)O (ethanol), C1=CC=CC=2OC3=CC=CC=C3C(C12)C(=O)O (xanthene-9-carboxylic acid). The solvent is O (water). Reaction conditions: time 1 hour. Yields the product C1=CC=CC=2OC3=CC=CC=C3C(C12)C(=O)OC (methyl xanthene-9-carboxylate). Reaction SMILES: [Na].[CH2:2](O)C.[CH:5]1[C:18]2[CH:17]([C:19]([OH:21])=[O:20])[C:16]3[C:11](=[CH:12][CH:13]=[CH:14][CH:15]=3)[O:10][C:9]=2[CH:8]=[CH:7][CH:6]=1.CI>O>[CH:15]1[C:16]2[CH:17]([C:19]([O:21][CH3:2])=[O:20])[C:18]3[C:9](=[CH:8][CH:7]=[CH:6][CH:5]=3)[O:10][C:11]=2[CH:12]=[CH:13][CH:14]=1 |^1:0|. Procedure: A sodium ethoxide solution is prepared from 21.75 g (0.95 mol) of sodium and 1500 mL of ethanol. 214 g (0.95 mol) of xanthene-9-carboxylic acid is added batchwise to this solution and the suspension obtained is stirred for 1 hour at ambient temperature. Then the solid is separated off, washed with 1500 mL diethyl ether, and the isolated crystals are suspended in 1500 mL of dimethylformamide and combined with 126.73 mL (2.0 mol) of methyl iodide with stirring. The solution formed is left to stand... Reactants: COc1cc2c(Oc3ccc(NC(=O)Nc4ccc(F)cc4F)c(Cl)c3)ncnc2cc1OCCCBr, O=C([O-])[O-], CN1CCNCC1, CN(C)C=O, [K+], [K+], O. Product: COc1cc2c(Oc3ccc(NC(=O)Nc4ccc(F)cc4F)c(Cl)c3)ncnc2cc1OCCCN1CCN(C)CC1. As a reaction SMILES: [Br:1][CH2:2][CH2:3][CH2:4][O:5][c:6]1[c:7]([O:36][CH3:37])[cH:8][c:9]2[c:10]([O:16][c:17]3[cH:18][c:19]([Cl:35])[c:20]([NH:23][C:24](=[O:25])[NH:26][c:27]4[c:28]([F:34])[cH:29][c:30]([F:33])[cH:31][cH:32]4)[cH:21][cH:22]3)[n:11][cH:12][n:13][c:14]2[cH:15]1.[C:38](=[O:39])([O-:40])[O-:41].[CH3:44][N:45]1[CH2:46][CH2:47][NH:48][CH2:49][CH2:50]1.[CH3:52][N:53]([CH3:54])[CH:55]=[O:56].[K+:42].[K+:43].[OH2:51]>>[CH2:2]([CH2:3][CH2:4][O:5][c:6]1[c:7]([O:36][CH3:37])[cH:8][c:9]2[c:10]([O:16][c:17]3[cH:18][c:19]([Cl:35])[c:20]([NH:23][C:24](=[O:25])[NH:26][c:27]4[c:28]([F:34])[cH:29][c:30]([F:33])[cH:31][cH:32]4)[cH:21][cH:22]3)[n:11][cH:12][n:13][c:14]2[cH:15]1)[N:48]1[CH2:47][CH2:46][N:45]([CH3:44])[CH2:50][CH2:49]1. Reactants: FC(C1=CC=C(C=C1)C1=C(C=NO1)C(=O)O)(F)F (5-(4-trifluoromethylphenyl)isoxazole-4-carboxylic acid), C(C)NCC1=CC=CC=C1 (N-ethylbenzylamine). Product: C(C1=CC=CC=C1)N(C(=O)C=1C=NOC1C1=CC=C(C=C1)C(F)(F)F)CC (N-Benzyl-N-ethyl-5-[4-(trifluoromethyl)phenyl]isoxazole-4-carboxamide), solid. As a reaction SMILES: [F:1][C:2]([F:18])([F:17])[C:3]1[CH:8]=[CH:7][C:6]([C:9]2[O:13][N:12]=[CH:11][C:10]=2[C:14]([OH:16])=O)=[CH:5][CH:4]=1.[CH2:19]([NH:21][CH2:22][C:23]1[CH:28]=[CH:27][CH:26]=[CH:25][CH:24]=1)[CH3:20]>>[CH2:22]([N:21]([CH2:19][CH3:20])[C:14]([C:10]1[CH:11]=[N:12][O:13][C:9]=1[C:6]1[CH:5]=[CH:4][C:3]([C:2]([F:1])([F:18])[F:17])=[CH:8][CH:7]=1)=[O:16])[C:23]1[CH:28]=[CH:27][CH:26]=[CH:25][CH:24]=1. Reported procedure: The title compound was prepared from 5-(4-trifluoromethylphenyl)isoxazole-4-carboxylic acid (12.9 mg, 0.050 mmol) and N-ethylbenzylamine (8.1 mg, 0.060 mmol) as described in synthetic method C and thereafter purified by preparative HPLC method B to give a solid (10.7 mg). Calcd for C20H17F3N2O2: 374.1242, found 374.1243. Reactants: S1C=C(C=C1)C(=O)OC (methyl 3-thiophenecarboxylate), BrCC(=O)Br (bromoacetyl bromide), [Cl-].[Al+3].[Cl-].[Cl-] (aluminum chloride), O (water). Run in C(Cl)Cl (CH2Cl2), C(Cl)Cl (CH2Cl2), C(Cl)Cl (CH2Cl2). Conditions: temperature 0 celsius, time 1 hour. Product: BrCC(=O)C1=CC(=CS1)C(=O)OC (methyl 5-bromoacetyl-3-thiophenecarboxylate). Reaction SMILES: [Br:1][CH2:2][C:3](Br)=[O:4].[Cl-].[Al+3].[Cl-].[Cl-].[S:10]1[CH:14]=[CH:13][C:12]([C:15]([O:17][CH3:18])=[O:16])=[CH:11]1.O>C(Cl)Cl>[Br:1][CH2:2][C:3]([C:14]1[S:10][CH:11]=[C:12]([C:15]([O:17][CH3:18])=[O:16])[CH:13]=1)=[O:4] |f:1.2.3.4|. Procedure: A solution of bromoacetyl bromide (13.52 g, 0.067 mol) in 20 ml of CH2Cl2 was added dropwise to a solution of aluminum chloride (13.4 g, 0.105 mol) in 50 ml of CH2Cl2 at 0° C. The mixture was stirred for 1 h at 0° C., and then a solution of methyl 3-thiophenecarboxylate (9.49 g, 0.067 mol) in CH2Cl2 (50 ml) was added dropwise. The stirring was continued for 12 h and then the mixture was poured over water and ice and extracted with CH2Cl2. The organic phase was washed twice with water, dried over... The reactants are C[C@H]1C(N(CCN1)CC1=CC(=NC=C1)C1=CC(=C(C(=C1)OC)OC)OC)=O ((3S)-3-Methyl-2-oxo-1-[[2-(3,4,5-trimethoxy-phenyl)pyridin-4-yl]methyl]piperazine), ClCC1=CC(=NC=C1)C1=CC(=C(C(=C1)OC)OC)OC (4-chloromethyl-2-(3,4,5-trimethoxyphenyl)pyridine). The product is C[C@H]1C(N(CCN1CC1=CC(=NC=C1)C1=CC(=C(C(=C1)OC)OC)OC)CC1=CC(=NC=C1)C1=CC(=C(C(=C1)OC)OC)OC)=O ((3S)-3-methyl-2-oxo-N,N′-bis[[2-(3,4,5-trimethoxyphenyl)pyridin-4-yl]methyl]piperazine), Cl (hydrochloride). RXN SMILES: [CH3:1][C@@H:2]1[NH:7][CH2:6][CH2:5][N:4]([CH2:8][C:9]2[CH:14]=[CH:13][N:12]=[C:11]([C:15]3[CH:20]=[C:19]([O:21][CH3:22])[C:18]([O:23][CH3:24])=[C:17]([O:25][CH3:26])[CH:16]=3)[CH:10]=2)[C:3]1=[O:27].[Cl:28][CH2:29][C:30]1[CH:35]=[CH:34][N:33]=[C:32]([C:36]2[CH:41]=[C:40]([O:42][CH3:43])[C:39]([O:44][CH3:45])=[C:38]([O:46][CH3:47])[CH:37]=2)[CH:31]=1>>[CH3:1][C@@H:2]1[N:7]([CH2:29][C:30]2[CH:35]=[CH:34][N:33]=[C:32]([C:36]3[CH:41]=[C:40]([O:42][CH3:43])[C:39]([O:44][CH3:45])=[C:38]([O:46][CH3:47])[CH:37]=3)[CH:31]=2)[CH2:6][CH2:5][N:4]([CH2:8][C:9]2[CH:14]=[CH:13][N:12]=[C:11]([C:15]3[CH:16]=[C:17]([O:25][CH3:26])[C:18]([O:23][CH3:24])=[C:19]([O:21][CH3:22])[CH:20]=3)[CH:10]=2)[C:3]1=[O:27].[ClH:28]. Procedure: (3S)-3-Methyl-2-oxo-1-[[2-(3,4,5-trimethoxy-phenyl)pyridin-4-yl]methyl]piperazine (80 mg) and 4-chloromethyl-2-(3,4,5-trimethoxyphenyl)pyridine (63 mg) were reacted in the same manner as in Example 4 to obtain the title compound as a hydrochloride. Reactants: 30.8, CCC(=S)OCC (ethyl methylthioacetate), C(=O)=O.C(C)(C)O (dry ice isopropanol), ClOC(C)(C)C (t-butyl hypochlorite), NC1=CC=C(C=C1)C(F)(F)F (p-aminobenzotrifluoride). Run in C(Cl)Cl (methylene chloride), C(Cl)Cl (methylene chloride), C(Cl)Cl (methylene chloride), C(Cl)Cl (methylene chloride), C(C)N(CC)CC (triethylamine), C(Cl)Cl (methylene chloride). Run at temperature 15 celsius, time 5 minute. The product is CSC1C(NC2=CC=C(C=C12)C(F)(F)F)=O (3-methylthio-5 -trifluoromethyl-2-indolinone). RXN SMILES: [NH2:1][C:2]1[CH:7]=[CH:6][C:5]([C:8]([F:11])([F:10])[F:9])=[CH:4][CH:3]=1.C(=O)=O.[CH:15]([OH:18])(C)[CH3:16].ClOC(C)(C)C.CC[C:27](OCC)=[S:28]>C(Cl)Cl.C(N(CC)CC)C>[CH3:27][S:28][CH:16]1[C:7]2[C:2](=[CH:3][CH:4]=[C:5]([C:8]([F:9])([F:10])[F:11])[CH:6]=2)[NH:1][C:15]1=[O:18] |f:1.2|. Procedure details: To a solution of 30.8 of p-aminobenzotrifluoride predissolved in 450 ml. of methylene chloride, cooled to -58°C. (dry ice/isopropanol bath), and under an atmosphere of nitrogen, is added dropwise a solution of 21.1 ml. of t-butyl hypochlorite in 30 ml. of methylene chloride over 30 minutes while the reaction miture is maintained at -55° to 58°C. After the reaction mixture is stirred an additional five minutes, a solution of 25.6 g. of ethyl methylthioacetate in 30 ml. of methylene chloride is ad... The reactants are C1(CCCCC1)N1C(C=2NC=3N(C(C2C1)=O)N=C(C3)C3=CC=CC=C3)=O (6-cyclohexyl-4,7-dihydro-2-phenyl-5H-pyrazolo[1,5-a]pyrrolo[3,4-d]pyrimidine-5,8(6H)-dione), C(C)O (ethanol), ( ε)205(35,680 ), C([O-])([O-])=O.[K+].[K+] (potassium carbonate), ( 6,870 ), ( 11,460 ), C(C1=CC=CC=C1)Br (benzyl bromide), ( 15,450 ). Solvent: O (water), CN(C)C=O (DMF), C(Cl)(Cl)Cl.C(C)OC(C)=O (chloroform ethylacetate). Run at time 24 hour. The product is C1(CCCCC1)N1C(C=2N(C=3N(C(C2C1)=O)N=C(C3)C3=CC=CC=C3)CC3=CC=CC=C3)=O (6-Cyclohexyl-6,7-dihydro-2-phenyl-4-(phenylmethyl)-4H-pyrazolo[1,5-a]pyrrolo[3,4-d]pyrimidine-5,8-dione). Isolated yield 84.0%. Reaction SMILES: [CH:1]1([N:7]2[CH2:15][C:14]3[C:13](=[O:16])[N:12]4[N:17]=[C:18]([C:20]5[CH:25]=[CH:24][CH:23]=[CH:22][CH:21]=5)[CH:19]=[C:11]4[NH:10][C:9]=3[C:8]2=[O:26])[CH2:6][CH2:5][CH2:4][CH2:3][CH2:2]1.C(=O)([O-])[O-].[K+].[K+].[CH2:33](Br)[C:34]1[CH:39]=[CH:38][CH:37]=[CH:36][CH:35]=1.C(O)C>CN(C=O)C.O.C(Cl)(Cl)Cl.C(OC(=O)C)C>[CH:1]1([N:7]2[CH2:15][C:14]3[C:13](=[O:16])[N:12]4[N:17]=[C:18]([C:20]5[CH:25]=[CH:24][CH:23]=[CH:22][CH:21]=5)[CH:19]=[C:11]4[N:10]([CH2:33][C:34]4[CH:39]=[CH:38][CH:37]=[CH:36][CH:35]=4)[C:9]=3[C:8]2=[O:26])[CH2:6][CH2:5][CH2:4][CH2:3][CH2:2]1 |f:1.2.3,8.9|. Reported procedure: To a suspension of 6-cyclohexyl-4,7-dihydro-2-phenyl-5H-pyrazolo[1,5-a]pyrrolo[3,4-d]pyrimidine-5,8(6H)-dione, prepared as described in Preparation 1 hereinabove, (2.00 g., 5.74 mmoles) and anhydrous potassium carbonate (795 mg., 5.75 mmole) in dry DMF (30 ml. in a flask there was added benzyl bromide (1.37 ml., 11.5 mmoles). The flask was stoppered tightly and stirred at room temperature for 24 hours. The mixture was diluted with water (150 ml.), stirred for 30 minutes and suction filtered. The...